From a dataset of the Open Reaction Database (ORD), a public repository of structured organic reaction records. describe an organic reaction: reactants, conditions, products, and yield The reactants are N#CC1CC(F)CN1C(=O)CNC12CCC(C(=O)O)(CC1)CC2, Nc1ccc(C2CNCCO2)c(F)c1. Product: N#CC1CC(F)CN1C(=O)CNC12CCC(C(=O)Nc3ccc(C4CNCCO4)c(F)c3)(CC1)CC2. As a reaction SMILES: [C:1](=[O:2])([OH:3])[C:4]12[CH2:5][CH2:6][C:7]([NH:12][CH2:13][C:14](=[O:15])[N:16]3[CH:17]([C:22]#[N:23])[CH2:18][CH:19]([F:21])[CH2:20]3)([CH2:8][CH2:9]1)[CH2:10][CH2:11]2.[F:24][c:25]1[cH:26][c:27]([NH2:28])[cH:29][cH:30][c:31]1[CH:32]1[O:33][CH2:34][CH2:35][NH:36][CH2:37]1>>[C:1](=[O:3])([C:4]12[CH2:5][CH2:6][C:7]([NH:12][CH2:13][C:14](=[O:15])[N:16]3[CH:17]([C:22]#[N:23])[CH2:18][CH:19]([F:21])[CH2:20]3)([CH2:8][CH2:9]1)[CH2:10][CH2:11]2)[NH:28][c:27]1[cH:26][c:25]([F:24])[c:31]([CH:32]2[O:33][CH2:34][CH2:35][NH:36][CH2:37]2)[cH:30][cH:29]1.